The task is: describe an organic reaction: reactants, conditions, products, and yield. This data is from the Open Reaction Database (ORD), a public repository of structured organic reaction records. Starting materials: COC1=CC(=CC=C1)C(COCOC)(C)C (1-methoxy-3-[2-(methoxymethoxy)-1,1-dimethyl-ethyl]benzene), COC1=CC(=CC=C1)C(COCOC)(C)C (1-methoxy-3-[2-(methoxymethoxy)-1,1-dimethyl-ethyl]benzene), O (water). Reagents/catalysts: [Ti](Cl)(Cl)(Cl)Cl (titanium tetrachloride). Solvent: C(Cl)Cl (DCM). Conditions: temperature -78 celsius, time 2 hour. Yields the product COC=1C=C2C(COCC2=CC1)(C)C (6-methoxy-4,4-dimethyl-3,4-dihydro-1H-isochromene). The yield is 136.1%. Reaction SMILES: [CH3:1][O:2][C:3]1[CH:8]=[CH:7][CH:6]=[C:5]([C:9]([CH3:16])([CH3:15])[CH2:10][O:11][CH2:12]OC)[CH:4]=1.O>C(Cl)Cl.[Ti](Cl)(Cl)(Cl)Cl>[CH3:1][O:2][C:3]1[CH:4]=[C:5]2[C:6](=[CH:7][CH:8]=1)[CH2:12][O:11][CH2:10][C:9]2([CH3:16])[CH3:15]. Procedure: 1-methoxy-3-[2-(methoxymethoxy)-1,1-dimethyl-ethyl]benzene (Intermediate 40, 300 mg, 1.3375 mmol) was dissolved in DCM (8 mL), the solution was cooled to −78° C. and titanium tetrachloride (37.928 mg, 0.2000 mmol) was added dropwise. The resulting mixture was stirred at room temperature for 2 hours. water (15 mL) was added and the mixture extracted with EtOAc (25 mL). Organics were dried over Na2SO4, filtered and evaporated to afford a crude that was purified by flash chromatography (Biotage sys... As a reaction SMILES: [NH2:1][CH2:2][CH2:3][CH2:4][N:5]1[CH2:10][CH2:9][CH2:8][CH2:7][CH2:6]1.[C:11]([O:15][C:16]([NH:18][C:19]1[CH:24]=[CH:23][CH:22]=[CH:21][C:20]=1[NH:25][C:26](=[O:40])[C:27]1[CH:32]=[CH:31][C:30]([C:33]2[CH:38]=[CH:37][N:36]=[C:35](Cl)[N:34]=2)=[CH:29][CH:28]=1)=[O:17])([CH3:14])([CH3:13])[CH3:12]>CN(C)C(=O)C>[C:11]([O:15][C:16]([NH:18][C:19]1[CH:24]=[CH:23][CH:22]=[CH:21][C:20]=1[NH:25][C:26](=[O:40])[C:27]1[CH:32]=[CH:31][C:30]([C:33]2[CH:38]=[CH:37][N:36]=[C:35]([NH:1][CH2:2][CH2:3][CH2:4][N:5]3[CH2:10][CH2:9][CH2:8][CH2:7][CH2:6]3)[N:34]=2)=[CH:29][CH:28]=1)=[O:17])([CH3:14])([CH3:12])[CH3:13]. Reported procedure: To a 24 mm×150 mm pyrex tube, charged with 3-aminopropylpiperidine (73 mg, 0.51 mmol), was added a solution of N-(2-t-butoxycarbonylaminophenyl)-4-(2-chloropyrimidin-4-yl)benzamide (Method 52, 85 mg, 0.20 mmol) in N,N-dimethylacetamide (4.6 ml). The reaction mixture was then heated to 50° C. and stirred for 16 hours, before being evaporated to dryness. The resultant residue was purified by flash chromatography, on silica (10 g), eluting with methanol/dichloromethane (5-15%), to give the title co... Solvent: CN(C(C)=O)C (N,N-dimethylacetamide). Product: C(C)(C)(C)OC(=O)NC1=C(C=CC=C1)NC(C1=CC=C(C=C1)C1=NC(=NC=C1)NCCCN1CCCCC1)=O (N-(2-t-butoxycarbonylaminophenyl)-4-{2-[(3-piperidin-1-ylpropyl)amino]pyrimidin-4-yl}benzamide). Starting materials: NCCCN1CCCCC1 (3-aminopropylpiperidine), C(C)(C)(C)OC(=O)NC1=C(C=CC=C1)NC(C1=CC=C(C=C1)C1=NC(=NC=C1)Cl)=O (N-(2-t-butoxycarbonylaminophenyl)-4-(2-chloropyrimidin-4-yl)benzamide). Reaction conditions: temperature 50 celsius, time 16 hour. Yield: 45.2%.